From a dataset of the Open Reaction Database (ORD), a public repository of structured organic reaction records. describe an organic reaction: reactants, conditions, products, and yield Run at time 45 minute. As a reaction SMILES: [Na+].[F:2][C:3]([F:22])([F:21])[O:4][C:5]1[CH:10]=[CH:9][C:8]([S:11][C:12]2[CH:20]=[CH:19][C:15]([C:16]([O-:18])=O)=[CH:14][N:13]=2)=[CH:7][CH:6]=1.CN1CCOCC1.[Cl:30]C1N=C(OC)N=C(OC)N=1.[NH:41]1[CH2:45][CH2:44][CH2:43][C@H:42]1[CH2:46][N:47]1[CH2:51][CH2:50][CH2:49][CH2:48]1>ClCCl>[ClH:30].[ClH:30].[N:47]1([CH2:46][C@@H:42]2[CH2:43][CH2:44][CH2:45][N:41]2[C:16]([C:15]2[CH:14]=[N:13][C:12]([S:11][C:8]3[CH:7]=[CH:6][C:5]([O:4][C:3]([F:2])([F:22])[F:21])=[CH:10][CH:9]=3)=[CH:20][CH:19]=2)=[O:18])[CH2:51][CH2:50][CH2:49][CH2:48]1 |f:0.1,6.7.8|. Yields the product Cl.Cl.N1(CCCC1)C[C@H]1N(CCC1)C(=O)C=1C=NC(=CC1)SC1=CC=C(C=C1)OC(F)(F)F ((2-(S)-Pyrrolidin-1-ylmethyl-pyrrolidin-1-yl)-[6-(4-trifluoromethoxy-phenylsulfanyl)-pyridin-3-yl]-methanone dihydrochloride salt). Starting materials: N1[C@@H](CCC1)CN1CCCC1 ((S)-(+)-1-(2-pyrrolidinylmethyl)pyrrolidine), [Na+].FC(OC1=CC=C(C=C1)SC1=NC=C(C(=O)[O-])C=C1)(F)F (6-(4-trifluoromethoxy-phenylsulfanyl)-nicotinic acid sodium salt), [Na+].FC(OC1=CC=C(C=C1)SC1=NC=C(C(=O)[O-])C=C1)(F)F (6-(4-trifluoromethoxy-phenylsulfanyl)-nicotinic acid sodium salt), CN1CCOCC1 (n-methyl morpholine), ClC1=NC(=NC(=N1)OC)OC (2-chloro-4,6-dimethoxy-1,3,5-triazine). Procedure details: To a stirring solution of 6-(4-trifluoromethoxy-phenylsulfanyl)-nicotinic acid sodium salt (54 mg, 0.158 mmol) (see Intermediate 8) and n-methyl morpholine (0.02 mL, 0.158 mmol) in dichloromethane (2.0 mL) in a 0° C. ice bath, add 2-chloro-4,6-dimethoxy-1,3,5-triazine (28 mg, 0.158 mmol). Remove the ice bath and stir for 45 minutes. After this time, add (S)-(+)-1-(2-pyrrolidinylmethyl)pyrrolidine (24 mg, 0.158 mmol) and stir at room temperature for 2 hours. After this time, wash the reaction wit... Solvent: ClCCl (dichloromethane).